This data is from the Open Reaction Database (ORD), a public repository of structured organic reaction records. The task is: describe an organic reaction: reactants, conditions, products, and yield Reactants: aqueous solution, [H-].[Na+] (sodium hydride), C(=O)OCC (ethyl formate), aqueous solution, [Cl-].[Na+] (sodium chloride), C(C)(=O)NC=1C=CC(=C2CCCC(C12)=O)Cl (8-acetylamino-5-chloro-1-tetralone). The solvent is C(OC)COC (dimethoxyethane), C(C)O (ethanol). Conditions: time 30 minute. The product is C(C)(=O)NC=1C=CC(=C2CCC(C(C12)=O)=CO)Cl (8-Acetylamino-5-chloro-2-hydroxymethylene-1-tetralone). Reaction SMILES: [H-].[Na+].C([O:5][CH2:6][CH3:7])=O.[C:8]([NH:11][C:12]1[CH:13]=[CH:14][C:15]([Cl:23])=[C:16]2[C:21]=1[C:20](=[O:22])C[CH2:18][CH2:17]2)(=[O:10])[CH3:9].[Cl-].[Na+]>C(COC)OC.C(O)C>[C:8]([NH:11][C:12]1[CH:13]=[CH:14][C:15]([Cl:23])=[C:16]2[C:21]=1[C:20](=[O:22])[C:7](=[CH:6][OH:5])[CH2:18][CH2:17]2)(=[O:10])[CH3:9] |f:0.1,4.5|. Procedure details: 960 mg of 60% aqueous solution of sodium hydride was added to 8 ml of ethyl formate under ice-cooling, and 5 minutes after the mixture was cooled to room temperature, a solution of 1.43 gm of 8-acetylamino-5-chloro-1-tetralone dissolved in 30 ml of dimethoxyethane was slowly added. After the addition of 0.06 ml of ethanol, the mixture was stirred for 30 minutes. The reaction mixture was poured into 300 ml of 14% aqueous solution of sodium chloride, extracted with ethyl acetate, washed with 10% a... Starting materials: Cl.COC(C(N)C)=O (D,L-alanine methyl ester hydrochloride), C1(CCCCCC1)C(=O)Cl (cycloheptanoyl chloride). Product: C1(CCCCCC1)C(=O)NC(C(=O)O)C (2-Cycloheptanoylaminopropionic Acid). As a reaction SMILES: Cl.C[O:3][C:4](=[O:8])[CH:5]([CH3:7])[NH2:6].[CH:9]1([C:16](Cl)=[O:17])[CH2:15][CH2:14][CH2:13][CH2:12][CH2:11][CH2:10]1>>[CH:9]1([C:16]([NH:6][CH:5]([CH3:7])[C:4]([OH:3])=[O:8])=[O:17])[CH2:15][CH2:14][CH2:13][CH2:12][CH2:11][CH2:10]1 |f:0.1|. Procedure: The preparation is carried out analogously to the procedure of example 4A using 20 g (143 mmol) of D,L-alanine methyl ester hydrochloride and 23.02 g (143 mmmol) of cycloheptanoyl chloride. As a reaction SMILES: [CH3:1][C:2]1[S:3][C:4]([C:8](=[S:10])[NH2:9])=[C:5]([NH2:7])[N:6]=1.OO>C(O)(=O)C>[NH2:9][C:8]1[S:10][N:7]=[C:5]2[N:6]=[C:2]([CH3:1])[S:3][C:4]=12. The product is NC1=C2C(=NS1)N=C(S2)C (3-amino-5-methyl-thiazolo-(4,5-c)-isothiazole). Conditions: temperature 22 celsius, time 12 hour. Solvent: C(C)(=O)O (acetic acid). Starting materials: CC=1SC(=C(N1)N)C(N)=S (2-methyl-4-amino-5-thiocarbamoyl-thiazole), OO (hydrogen peroxide). The yield is 50.0%. Procedure: 3.4 parts of 2-methyl-4-amino-5-thiocarbamoyl-thiazole are suspended in 50 parts of glacial acetic acid and one part of 30 percent strength by weight hydrogen peroxide is added. After stirring for 12 hours at 22° C., the product is filtered off. 1.7 parts of 3-amino-5-methyl-thiazolo-(4,5-c)-isothiazole (50% of theory) of melting point 164°-167° C. are obtained. The reactants are CCO, Cl, [Na+], [OH-], O, COC(=O)c1snc(-c2cccnc2)c1N. The product is Nc1c(-c2cccnc2)nsc1C(=O)O. Reaction SMILES: [CH3:17][CH2:18][OH:19].[ClH:22].[Na+:21].[OH-:20].[OH2:23].[n:1]1[cH:2][c:3](-[c:7]2[n:8][s:9][c:10]([C:13](=[O:14])[O:15][CH3:16])[c:11]2[NH2:12])[cH:4][cH:5][cH:6]1>>[n:1]1[cH:2][c:3](-[c:7]2[n:8][s:9][c:10]([C:13](=[O:14])[OH:15])[c:11]2[NH2:12])[cH:4][cH:5][cH:6]1. Starting materials: CCO, O=Cc1ccccc1, NNC(=O)C1CC(SC(c2ccccc2)(c2ccccc2)c2ccccc2)CN1S(=O)(=O)c1ccc2ccccc2c1. Product: O=C(NN=Cc1ccccc1)C1CC(SC(c2ccccc2)(c2ccccc2)c2ccccc2)CN1S(=O)(=O)c1ccc2ccccc2c1. Reaction SMILES: [CH3:51][CH2:52][OH:53].[CH:43](=[O:44])[c:45]1[cH:46][cH:47][cH:48][cH:49][cH:50]1.[cH:1]1[c:2]([S:11](=[O:12])(=[O:13])[N:14]2[CH:15]([C:39](=[O:40])[NH:41][NH2:42])[CH2:16][CH:17]([S:19][C:20]([c:21]3[cH:22][cH:23][cH:24][cH:25][cH:26]3)([c:27]3[cH:28][cH:29][cH:30][cH:31][cH:32]3)[c:33]3[cH:34][cH:35][cH:36][cH:37][cH:38]3)[CH2:18]2)[cH:3][cH:4][c:5]2[cH:6][cH:7][cH:8][cH:9][c:10]12>>[cH:1]1[c:2]([S:11](=[O:12])(=[O:13])[N:14]2[CH:15]([C:39](=[O:40])[NH:41][N:42]=[CH:43][c:45]3[cH:46][cH:47][cH:48][cH:49][cH:50]3)[CH2:16][CH:17]([S:19][C:20]([c:21]3[cH:22][cH:23][cH:24][cH:25][cH:26]3)([c:27]3[cH:28][cH:29][cH:30][cH:31][cH:32]3)[c:33]3[cH:34][cH:35][cH:36][cH:37][cH:38]3)[CH2:18]2)[cH:3][cH:4][c:5]2[cH:6][cH:7][cH:8][cH:9][c:10]12.